From a dataset of the Open Reaction Database (ORD), a public repository of structured organic reaction records. describe an organic reaction: reactants, conditions, products, and yield Starting materials: C1=CC=CC=C1 (benzene), C(C)OC(C(=CC1=CC=C2C(=C1)C=CC(=C2)[N+](=O)[O-])C)=O (3-(2-nitro-benzo[d]phenyl)-2-methyl-2-propenoic acid ethyl ester). Reagents/catalysts: [Fe] (iron). The solvent is O (water). Conditions: time 1.5 hour. Product: C(C)OC(C(=CC1=CC=C2C(=C1)C=CC(=C2)N)C)=O (3-(2-amino-benzo[d]phenyl)-2-methyl-2-propenoic acid ethyl ester), product. Yield: 77.0%. RXN SMILES: C1C=CC=CC=1.[CH2:7]([O:9][C:10](=[O:27])[C:11]([CH3:26])=[CH:12][C:13]1[CH:18]=[C:17]2[CH:19]=[CH:20][C:21]([N+:23]([O-])=O)=[CH:22][C:16]2=[CH:15][CH:14]=1)[CH3:8]>[Fe].O>[CH2:7]([O:9][C:10](=[O:27])[C:11]([CH3:26])=[CH:12][C:13]1[CH:18]=[C:17]2[CH:19]=[CH:20][C:21]([NH2:23])=[CH:22][C:16]2=[CH:15][CH:14]=1)[CH3:8]. Procedure details: Into 30 ml of benzene, 2.0 g (7 mmol) of 3-(2-nitro-benzo[d]phenyl)-2-methyl-2-propenoic acid ethyl ester were dissolved; and, with 1.73 g of iron powder (Koso Chem. Co.) and 2.5 ml of distilled water being added thereto under stirring at room temperature, temperature was raised, so that a reaction was carried out for 1.5 hours at 70° C. After the completion of the reaction, insoluble matters were filtered out, and the filtrate was added to 100 ml of water. The resulting solution was extracted t... Starting materials: S1C(=CC=C1)C1=C(C=O)C=CC=C1 (2-(2-Thienyl)benzaldehyde), C(CC(=O)C)(=O)OC (methyl acetoacetate), [OH-].[NH4+] (ammonium hydroxide). Solvent: CO (methanol). Product: CC=1NC(=C(C(C1C(=O)OC)C1=C(C=CC=C1)C=1SC=CC1)C(=O)OC)C (Dimethyl 2,6-dimethyl-4-[2-(2-thienyl)phenyl]-1,4-dihydropyridine-3,5-dicarboxylate). As a reaction SMILES: [S:1]1[CH:5]=[CH:4][CH:3]=[C:2]1[C:6]1[CH:13]=[CH:12][CH:11]=[CH:10][C:7]=1[CH:8]=O.[C:14]([O:20][CH3:21])(=[O:19])[CH2:15][C:16]([CH3:18])=O.[OH-:22].[NH4+:23]>CO>[CH3:18][C:16]1[NH:23][C:16]([CH3:18])=[C:15]([C:14]([O:20][CH3:21])=[O:22])[CH:8]([C:7]2[CH:10]=[CH:11][CH:12]=[CH:13][C:6]=2[C:2]2[S:1][CH:5]=[CH:4][CH:3]=2)[C:15]=1[C:14]([O:20][CH3:21])=[O:19] |f:2.3|. Procedure: To a solution of Compound 1a (0.5 mmol) in methanol (5 mL) was added methyl acetoacetate (1.0 mmol) and concentrated ammonium hydroxide (1.0 mmol) and the reaction mixture was refluxed for 4 days. The solvent was removed in vacuo and the residue purified by flash chromatography on silica gel eluted with diethyl ether:hexane (1:1) and trituration with diethyl ether:hexane (1:2) to afford Compound 1b as a white solid (m.p. 173°-175° C.). The reactants are C(C)(C)(C)NC(NC=1C(=CC2=C(N=C(N=C2)S(=O)(=O)C)N1)C=1C(=C(C=CC1Cl)NC(C1=CC(=CC=C1)C(F)(F)F)=O)Cl)=O (N—{3-[7-(3-tert-butyl-ureido)-2-methanesulfonyl-pyrido[2,3-d]pyrimidin-6-yl]-2,4-dichloro-phenyl}-3-trifluoromethyl-benzamide), C1(=CC=C(C=C1)S(=O)(=O)O)C (p-toluenesulfonic acid), C(C)N(CCOC1=CC=C(C=C1)N)CC (4-(2-diethylamino-ethoxy)-phenylamine). The solvent is CN(C)C=O (DMF). Run at temperature 80 celsius, time 4 hour. The product is C(C)(C)(C)NC(NC=1C(=CC2=C(N=C(N=C2)NC2=CC=C(C=C2)OCCN(CC)CC)N1)C=1C(=C(C=CC1Cl)NC(C1=CC(=CC=C1)C(F)(F)F)=O)Cl)=O (N—(3-{7-(3-tert-Butyl-ureido)-2-[4-(2-diethylamino-ethoxy)-phenylamino]-pyrido[2,3-d]pyrimidin-6-yl}-2,4-dichloro-phenyl)-3-trifluoromethyl-benzamide). Reaction SMILES: [C:1]([NH:5][C:6](=[O:43])[NH:7][C:8]1[C:9]([C:22]2[C:23]([Cl:42])=[C:24]([NH:29][C:30](=[O:41])[C:31]3[CH:36]=[CH:35][CH:34]=[C:33]([C:37]([F:40])([F:39])[F:38])[CH:32]=3)[CH:25]=[CH:26][C:27]=2[Cl:28])=[CH:10][C:11]2[CH:16]=[N:15][C:14](S(C)(=O)=O)=[N:13][C:12]=2[N:21]=1)([CH3:4])([CH3:3])[CH3:2].C1(C)C=CC(S(O)(=O)=O)=CC=1.[CH2:55]([N:57]([CH2:68][CH3:69])[CH2:58][CH2:59][O:60][C:61]1[CH:66]=[CH:65][C:64]([NH2:67])=[CH:63][CH:62]=1)[CH3:56]>CN(C=O)C>[C:1]([NH:5][C:6](=[O:43])[NH:7][C:8]1[C:9]([C:22]2[C:23]([Cl:42])=[C:24]([NH:29][C:30](=[O:41])[C:31]3[CH:36]=[CH:35][CH:34]=[C:33]([C:37]([F:40])([F:39])[F:38])[CH:32]=3)[CH:25]=[CH:26][C:27]=2[Cl:28])=[CH:10][C:11]2[CH:16]=[N:15][C:14]([NH:67][C:64]3[CH:63]=[CH:62][C:61]([O:60][CH2:59][CH2:58][N:57]([CH2:68][CH3:69])[CH2:55][CH3:56])=[CH:66][CH:65]=3)=[N:13][C:12]=2[N:21]=1)([CH3:4])([CH3:3])[CH3:2]. Reported procedure: This compound is prepared using a similar procedure to the one described above except that in step D the following procedure is used. To a solution of N—{3-[7-(3-tert-butyl-ureido)-2-methanesulfonyl-pyrido[2,3-d]pyrimidin-6-yl]-2,4-dichloro-phenyl}-3-trifluoromethyl-benzamide (50 mg, 0.08 mmol) in DMF (2 ml) is added p-toluenesulfonic acid (15 mg, 0.08 mmol) and 4-(2-diethylamino-ethoxy)-phenylamine (21 mg, 0.1 mmol). The reaction is stirred at 80° C. for 4 hours. The crude product is purified b...